From a dataset of the Open Reaction Database (ORD), a public repository of structured organic reaction records. describe an organic reaction: reactants, conditions, products, and yield Reactants: ClC(Cl)Cl, [O-]Cl, Cl, NC(=O)c1c(F)cccc1C(=O)O, [NH4+], [Na+], [Na+], [OH-]. Product: Nc1c(F)cccc1C(=O)O. As a reaction SMILES: [CH:21]([Cl:22])([Cl:23])[Cl:24].[Cl:17][O-:18].[ClH:20].[F:4][c:5]1[c:6]([C:14]([NH2:15])=[O:16])[c:7]([C:8](=[O:9])[OH:10])[cH:11][cH:12][cH:13]1.[NH4+:3].[Na+:19].[Na+:2].[OH-:1]>>[NH2:3][c:6]1[c:5]([F:4])[cH:13][cH:12][cH:11][c:7]1[C:8](=[O:9])[OH:10]. Starting materials: CC(C)C1=CC(=C(C(=C1)C(C)C)C2=C(C=CC=C2)P(C3CCCCC3)C4CCCCC4)C(C)C (Xphos), ClC=1C=C(C(=NC1)C(F)(F)F)NC=1N=CC=2CC(NC3=C(C2N1)C=CC(=C3)C(F)(F)F)=O (2-{[5-chloro-2-(trifluoromethyl)pyridin-3-yl]amino}-9-(trifluoromethyl)-5,7-dihydro-6H-pyrimido[5,4-d][1]benzazepin-6-one), C(C#C)N(C)C (propargyl(dimethylamine)), C([O-])([O-])=O.[Cs+].[Cs+] (cesium carbonate). The reagents and catalysts are CC#N.CC#N.Cl[Pd]Cl (bis(acetonitrile)palladium(II)chloride). Solvent: CN(C)C=O (DMF). Run at temperature 150 celsius, time 48 hour. The product is CN(CC#CC=1C=C(C(=NC1)C(F)(F)F)NC=1N=CC=2CC(NC3=C(C2N1)C=CC(=C3)C(F)(F)F)=O)C (2-{[5-[3-(dimethylamino)prop-1-yn-1-yl]-2-(trifluoromethyl)pyridin-3-yl]amino}-9-(trifluoromethyl)-5,7-dihydro-6H-pyrimido[5,4-d][1]benzazepin-6-one). The yield is 67.3%. As a reaction SMILES: Cl[C:2]1[CH:3]=[C:4]([NH:12][C:13]2[N:14]=[CH:15][C:16]3[CH2:17][C:18](=[O:32])[NH:19][C:20]4[CH:27]=[C:26]([C:28]([F:31])([F:30])[F:29])[CH:25]=[CH:24][C:21]=4[C:22]=3[N:23]=2)[C:5]([C:8]([F:11])([F:10])[F:9])=[N:6][CH:7]=1.[CH2:33]([N:36]([CH3:38])[CH3:37])[C:34]#[CH:35].C(=O)([O-])[O-].[Cs+].[Cs+].CC(C1C=C(C(C)C)C(C2C=CC=CC=2P(C2CCCCC2)C2CCCCC2)=C(C(C)C)C=1)C>CN(C=O)C.CC#N.CC#N.Cl[Pd]Cl>[CH3:37][N:36]([CH3:38])[CH2:33][C:34]#[C:35][C:2]1[CH:3]=[C:4]([NH:12][C:13]2[N:14]=[CH:15][C:16]3[CH2:17][C:18](=[O:32])[NH:19][C:20]4[CH:27]=[C:26]([C:28]([F:31])([F:29])[F:30])[CH:25]=[CH:24][C:21]=4[C:22]=3[N:23]=2)[C:5]([C:8]([F:11])([F:9])[F:10])=[N:6][CH:7]=1 |f:2.3.4,7.8.9|. Reported procedure: A mixture of 2-{[5-chloro-2-(trifluoromethyl)pyridin-3-yl]amino}-9-(trifluoromethyl)-5,7-dihydro-6H-pyrimido[5,4-d][1]benzazepin-6-one (0.058 g, 0.12 mmol), propargyl(dimethylamine) (0.016 mL, 0.15 mmol) and cesium carbonate (0.080 g, 0.25 mmol) in DMF (0.60 ml) was degassed for 15 min with argon. To the suspension were added bis(acetonitrile)palladium(II)chloride (0,0020 g, 0.0061 mmol) and Xphos (0.0076 g, 0.016 mmol). The suspension was purged three times with nitrogen and was then allowed to... The reactants are CC(=O)Cl, CO, Cn1ncc(Cl)c1-c1cc(NC(=O)c2cccc(C(F)(F)F)c2)ccc1OCC(C)(C)[N+](=O)[O-], [Zn]. The product is Cn1ncc(Cl)c1-c1cc(NC(=O)c2cccc(C(F)(F)F)c2)ccc1OCC(C)(C)N. As a reaction SMILES: [CH3:1][C:2](=[O:3])[Cl:4].[CH3:39][OH:40].[N+:5]([O-:6])(=[O:7])[C:8]([CH2:9][O:10][c:11]1[c:12](-[c:30]2[n:31]([CH3:36])[n:32][cH:33][c:34]2[Cl:35])[cH:13][c:14]([NH:17][C:18]([c:19]2[cH:20][c:21]([C:25]([F:26])([F:27])[F:28])[cH:22][cH:23][cH:24]2)=[O:29])[cH:15][cH:16]1)([CH3:37])[CH3:38].[Zn:41]>>[NH2:5][C:8]([CH2:9][O:10][c:11]1[c:12](-[c:30]2[n:31]([CH3:36])[n:32][cH:33][c:34]2[Cl:35])[cH:13][c:14]([NH:17][C:18]([c:19]2[cH:20][c:21]([C:25]([F:26])([F:27])[F:28])[cH:22][cH:23][cH:24]2)=[O:29])[cH:15][cH:16]1)([CH3:37])[CH3:38]. Starting materials: CC1(CC(N1)=O)CC(=O)OCC1=CC=CC=C1 (4-Methyl 4-benzyloxycarbonylmethyl azetidin-2-one). Reagents/catalysts: [Pd] (Pd/C). The solvent is C(C)O (ethanol). Product: CC1(CC(N1)=O)CC(=O)O (4-Methyl-4-carboxymethylazetidin-2-one). Reaction SMILES: [CH3:1][C:2]1([CH2:7][C:8]([O:10]CC2C=CC=CC=2)=[O:9])[NH:5][C:4](=[O:6])[CH2:3]1>C(O)C.[Pd]>[CH3:1][C:2]1([CH2:7][C:8]([OH:10])=[O:9])[NH:5][C:4](=[O:6])[CH2:3]1. Procedure: 4-Methyl 4-benzyloxycarbonylmethyl azetidin-2-one (2) (2.3 g) was dissolved in ethanol (50 ml) and hydrogenated over 10% Pd/C (250 mg) for one hour. The solution was filtered and a further quantity of catalyst (250 mg) added. The hydrogenation was continued for a further hour and the solution filtered through kieselguhr and evaporated. 4-Methyl-4-carboxymethylazetidin-2-one (3) was obtained as a colourless gum which solidified on standing (1.4 g; 98%), νmax (CHCl3 or KBr disc) 3300, 1730, 1695 c... Reactants: OP(=O)([O-])[O-].[K+].[K+] (K2HPO4), C[C@@H]1CC(=O)[C@]2([C@@H](O1)O[C@@H]3[C@H]([C@@H]([C@@H]([C@@H]([C@H]3O2)NC)O)NC)O)O (spectinomycin), OP(=O)(O)[O-].[K+] (KH2PO4), C(=O)([O-])[O-].[Ca+2] (CaCO3), OC1[C@H](O)[C@@H](O)[C@H](O[C@H]2[C@H](O)[C@@H](O)[C@@H](O)[C@H](O2)CO)[C@H](O1)CO (lactose), (NH4)2SO4, N[C@@H](CCCNC(N)=N)C(=O)O (L-arginine). Run at temperature 30 celsius, time 16 hour. Yields the product N[C@@H](CCCN)C(=O)O (L-ornithine). As a reaction SMILES: C[C@H]1O[C@H]2O[C@H]3[C@H](O[C@@]2(O)C(=O)C1)[C@@H](NC)[C@@H](O)[C@@H](NC)[C@@H]3O.OC1O[C@H](CO)[C@@H](O[C@@H]2O[C@H](CO)[C@H](O)[C@H](O)[C@H]2O)[C@H](O)[C@H]1O.OP([O-])(O)=O.[K+].OP([O-])([O-])=O.[K+].[K+].[NH2:60][C@H:61]([C:69]([OH:71])=[O:70])[CH2:62][CH2:63][CH2:64][NH:65]C(=N)N.C([O-])([O-])=O.[Ca+2]>>[NH2:60][C@H:61]([C:69]([OH:71])=[O:70])[CH2:62][CH2:63][CH2:64][NH2:65] |f:2.3,4.5.6,8.9|. Reported procedure: Each strain was cultured with shaking in NB medium at 30° C. for 16 hours. For the culture of the transformant, spectinomycin was added to NB medium at a concentration of 100 μg/ml. Then, 0.5 ml of the seed culture was inoculated into 5 ml of a production medium (pH 7.0) comprising 80 g/l lactose, 40 g/l (NH4)2SO4, 0.5 g/l KH2PO4, 0.5 g/l K2HPO4, 100 mg/l L-arginine and 20 g/l CaCO3 in a test tube, and shaking culture was carried out at 30° C. for 72 hours. After the culturing was finished, the ... Starting materials: C(C1=CC=CC=C1)N1[C@@H](C[C@H](C1)NS(=O)(=O)C1=CC=C(C=C1)Cl)\C=C/CCCC(=O)OC ((2S,4R)-1-benzyl-4-(4-chlorophenylsulfonylamino)-2-[(Z)-5-methoxycarbonyl-1-pentenyl]pyrrolidine), [OH-].[Na+] (sodium hydroxide). The solvent is CO (methanol). Conditions: time 3 hour. Product: C(C1=CC=CC=C1)N1[C@@H](C[C@H](C1)NS(=O)(=O)C1=CC=C(C=C1)Cl)\C=C/CCCC(=O)O ((2S,4R)-1-benzyl-2-[(Z)-5-carboxy-1-pentenyl]-4-(4-chlorophenylsulfonylamino)pyrrolidine). The yield is 56.7%. As a reaction SMILES: [CH2:1]([N:8]1[CH2:12][C@H:11]([NH:13][S:14]([C:17]2[CH:22]=[CH:21][C:20]([Cl:23])=[CH:19][CH:18]=2)(=[O:16])=[O:15])[CH2:10][C@H:9]1/[CH:24]=[CH:25]\[CH2:26][CH2:27][CH2:28][C:29]([O:31]C)=[O:30])[C:2]1[CH:7]=[CH:6][CH:5]=[CH:4][CH:3]=1.[OH-].[Na+]>CO>[CH2:1]([N:8]1[CH2:12][C@H:11]([NH:13][S:14]([C:17]2[CH:18]=[CH:19][C:20]([Cl:23])=[CH:21][CH:22]=2)(=[O:16])=[O:15])[CH2:10][C@H:9]1/[CH:24]=[CH:25]\[CH2:26][CH2:27][CH2:28][C:29]([OH:31])=[O:30])[C:2]1[CH:3]=[CH:4][CH:5]=[CH:6][CH:7]=1 |f:1.2|. Reported procedure: A solution of (2S,4R)-1-benzyl-4-(4-chlorophenylsulfonylamino)-2-[(Z)-5-methoxycarbonyl-1-pentenyl]pyrrolidine (320 mg) in a mixture of methanol (5 ml) and 1N-sodium hydroxide (3 ml) was stirred at room temperature for 3 hours and the volatile solvent was evaporated in vacuo. Water (20 ml) was added to the residue and the aqueous solution was adjusted to pH 7 with 1N-hydrochloric acid. The precipitated solid was collected by filtration and dried in vacuo to give (2S,4R)-1-benzyl-2-[(Z)-5-carboxy...